Dataset: the Open Reaction Database (ORD), a public repository of structured organic reaction records. Task: describe an organic reaction: reactants, conditions, products, and yield Starting materials: CO, CCO, Cn1nc(-c2ccc([N+](=O)[O-])o2)c2c(Cl)ncnc21, NO. The product is Cn1nc(-c2ccc([N+](=O)[O-])o2)c2c(NO)ncnc21. RXN SMILES: [CH3:22][OH:23].[CH3:24][CH2:25][OH:26].[Cl:3][c:4]1[c:5]2[c:6]([n:7][cH:8][n:9]1)[n:10]([CH3:21])[n:11][c:12]2-[c:13]1[o:14][c:15]([N+:18](=[O:19])[O-:20])[cH:16][cH:17]1.[NH2:1][OH:2]>>[NH:1]([OH:2])[c:4]1[c:5]2[c:6]([n:7][cH:8][n:9]1)[n:10]([CH3:21])[n:11][c:12]2-[c:13]1[o:14][c:15]([N+:18](=[O:19])[O-:20])[cH:16][cH:17]1.